From a dataset of the Open Reaction Database (ORD), a public repository of structured organic reaction records. describe an organic reaction: reactants, conditions, products, and yield The reactants are C(C)(C)C1=CC=C(C=C1)C(C(C)OC1=C(C(=CC(=C1)C)C)C)=O (1-(4-isopropylphenyl)-2-(2,3,5-trimethylphenoxy)propan-1-one), Example 346, 15, 4A. Solvent: C1(=CC=CC=C1)C (toluene). Reaction conditions: temperature 80 celsius. Yields the product C(C)(C)C1=CC=C(C=C1)C1=C(OC2=C1C(=CC(=C2C)C)C)C (3-(4-Isopropylphenyl)-2,4,6,7-tetramethyl-1-benzofuran). Isolated yield 96.0%. Reaction SMILES: [CH:1]([C:4]1[CH:9]=[CH:8][C:7]([C:10](=O)[CH:11]([O:13][C:14]2[CH:19]=[C:18]([CH3:20])[CH:17]=[C:16]([CH3:21])[C:15]=2[CH3:22])[CH3:12])=[CH:6][CH:5]=1)([CH3:3])[CH3:2]>C1(C)C=CC=CC=1>[CH:1]([C:4]1[CH:9]=[CH:8][C:7]([C:10]2[C:19]3[C:18]([CH3:20])=[CH:17][C:16]([CH3:21])=[C:15]([CH3:22])[C:14]=3[O:13][C:11]=2[CH3:12])=[CH:6][CH:5]=1)([CH3:3])[CH3:2]. Procedure details: A mixed solution of 1-(4-isopropylphenyl)-2-(2,3,5-trimethylphenoxy)propan-1-one obtained in Reference Example 346 (61.3 g, 194 mmol), Amberlyst 15 (61.0 g) and a molecular sieve MS 4A (30 g) in toluene (200 mL) was heated under reflux at 80° C. for 2 hours. The reaction solution was filtered through celite, and the filtrate was concentrated under reduced pressure. The obtained residue was purified by silica gel column chromatography (ethyl acetate:hexane 1:100) to obtain 54.4 g (yield 96%) of t...